From a dataset of the Open Reaction Database (ORD), a public repository of structured organic reaction records. describe an organic reaction: reactants, conditions, products, and yield Reactants: CI, CSc1ccc2cc[nH]c2c1, [H-], [Na+], CN(C)C=O. The product is CSc1ccc2ccn(C)c2c1. Reaction SMILES: [CH3:14][I:15].[CH3:1][S:2][c:3]1[cH:4][cH:5][c:6]2[cH:7][cH:8][nH:9][c:10]2[cH:11]1.[H-:13].[Na+:12].[O:16]=[CH:17][N:18]([CH3:19])[CH3:20]>>[CH3:1][S:2][c:3]1[cH:4][cH:5][c:6]2[cH:7][cH:8][n:9]([CH3:14])[c:10]2[cH:11]1. Reactants: N[C@@H](CC1=CC=CC=C1)C(=O)O (phenylalanine), C1(=CC=CC=C1)S(=O)(=O)Cl (benzenesulphonyl chloride). Solvent: [OH-].[Na+] (sodium hydroxide), [OH-].[Na+] (sodium hydroxide). Conditions: time 24 hour. Yields the product C1(=CC=CC=C1)S(=O)(=O)NC(C(=O)O)CC1=CC=CC=C1 (2-(Phenylsulphonylamino)-3-phenylpropanoic acid). Reaction SMILES: [C:1]1([S:7](Cl)(=[O:9])=[O:8])[CH:6]=[CH:5][CH:4]=[CH:3][CH:2]=1.[NH2:11][C@H:12]([C:20]([OH:22])=[O:21])[CH2:13][C:14]1[CH:19]=[CH:18][CH:17]=[CH:16][CH:15]=1>[OH-].[Na+]>[C:1]1([S:7]([NH:11][CH:12]([CH2:13][C:14]2[CH:19]=[CH:18][CH:17]=[CH:16][CH:15]=2)[C:20]([OH:22])=[O:21])(=[O:9])=[O:8])[CH:6]=[CH:5][CH:4]=[CH:3][CH:2]=1 |f:2.3|. Reported procedure: A mixture of 151 mmol (26.6 g) of benzenesulphonyl chloride and 50 ml of 4M aqueous sodium hydroxide is added to a solution of 37.8 mmol (6.25 g) of phenylalanine in 50 ml of 4M aqueous sodium hydroxide. The reaction mixture is stirred at room temperature for 24 hours. The solution is then rendered acidic to pH=2 with dilute hydrochloric acid and extracted with ether. The organic phase is dried over magnesium sulphate and concentrated. The resulting residue is recrystallised from ethanol to yiel... Starting materials: CC1(C)CNCCO1, C[Si](C)(C)[N-][Si](C)(C)C, CN(C)c1ccccc1-c1ccccc1P(C1CCCCC1)C1CCCCC1, [Li+], NC1=NC2(CO1)c1cc(O)ccc1Oc1ccc(Br)cc12, O=C(C=Cc1ccccc1)C=Cc1ccccc1, O=C(C=Cc1ccccc1)C=Cc1ccccc1, O=C(C=Cc1ccccc1)C=Cc1ccccc1, [Pd], [Pd]. Product: CC1(C)CN(c2ccc3c(c2)C2(COC(N)=N2)c2cc(O)ccc2O3)CCO1. RXN SMILES: [CH3:50][C:51]1([CH3:57])[O:52][CH2:53][CH2:54][NH:55][CH2:56]1.[CH3:59][Si:60]([N-:61][Si:62]([CH3:63])([CH3:64])[CH3:65])([CH3:66])[CH3:67].[CH:22]1([P:23]([CH:24]2[CH2:25][CH2:26][CH2:27][CH2:28][CH2:29]2)[c:30]2[cH:31][cH:32][cH:33][cH:34][c:35]2-[c:36]2[c:37]([N:38]([CH3:39])[CH3:40])[cH:41][cH:42][cH:43][cH:44]2)[CH2:45][CH2:46][CH2:47][CH2:48][CH2:49]1.[Li+:58].[NH2:1][C:2]1=[N:6][C:5]2([CH2:4][O:3]1)[c:7]1[cH:8][c:9]([OH:21])[cH:10][cH:11][c:12]1[O:13][c:14]1[cH:15][cH:16][c:17]([Br:20])[cH:18][c:19]12.[O:106]=[C:107]([CH:108]=[CH:109][c:110]1[cH:111][cH:112][cH:113][cH:114][cH:115]1)[CH:116]=[CH:117][c:118]1[cH:119][cH:120][cH:121][cH:122][cH:123]1.[O:70]=[C:71]([CH:72]=[CH:73][c:74]1[cH:75][cH:76][cH:77][cH:78][cH:79]1)[CH:80]=[CH:81][c:82]1[cH:83][cH:84][cH:85][cH:86][cH:87]1.[O:88]=[C:89]([CH:90]=[CH:91][c:92]1[cH:93][cH:94][cH:95][cH:96][cH:97]1)[CH:98]=[CH:99][c:100]1[cH:101][cH:102][cH:103][cH:104][cH:105]1.[Pd:68].[Pd:69]>>[NH2:1][C:2]1=[N:6][C:5]2([CH2:4][O:3]1)[c:7]1[cH:8][c:9]([OH:21])[cH:10][cH:11][c:12]1[O:13][c:14]1[cH:15][cH:16][c:17]([N:55]3[CH2:54][CH2:53][O:52][C:51]([CH3:50])([CH3:57])[CH2:56]3)[cH:18][c:19]12. Reactants: O=C1NC(=O)c2ccccc21, CC(C)Cn1c(CCl)c(-c2ccc(Cl)cc2)c2cc(OCc3ccccc3)ccc2c1=O, CN(C)C=O, [K], O. Reaction SMILES: [C:33]1(=[O:43])[c:34]2[c:35]([cH:39][cH:40][cH:41][cH:42]2)[C:36](=[O:38])[NH:37]1.[CH2:1]([c:2]1[cH:3][cH:4][cH:5][cH:6][cH:7]1)[O:8][c:9]1[cH:10][c:11]2[c:12](-[c:26]3[cH:27][cH:28][c:29]([Cl:32])[cH:30][cH:31]3)[c:13]([CH2:24][Cl:25])[n:14]([CH2:20][CH:21]([CH3:22])[CH3:23])[c:15](=[O:19])[c:16]2[cH:17][cH:18]1.[CH3:46][N:47]([CH3:48])[CH:49]=[O:50].[K:44].[OH2:45]>>[CH2:1]([c:2]1[cH:3][cH:4][cH:5][cH:6][cH:7]1)[O:8][c:9]1[cH:10][c:11]2[c:12](-[c:26]3[cH:27][cH:28][c:29]([Cl:32])[cH:30][cH:31]3)[c:13]([CH2:24][N:37]3[C:33](=[O:43])[c:34]4[c:35]([cH:39][cH:40][cH:41][cH:42]4)[C:36]3=[O:38])[n:14]([CH2:20][CH:21]([CH3:22])[CH3:23])[c:15](=[O:19])[c:16]2[cH:17][cH:18]1. The product is CC(C)Cn1c(CN2C(=O)c3ccccc3C2=O)c(-c2ccc(Cl)cc2)c2cc(OCc3ccccc3)ccc2c1=O.